describe an organic reaction: reactants, conditions, products, and yield From a dataset of the Open Reaction Database (ORD), a public repository of structured organic reaction records. The reactants are C(C)(C)(C)OC(=O)C1N(C(CC1)C1=CC=CC=C1)C(CNC(NC=1C=C(OCC(=O)OCC)C=CC1)=O)=O (ethyl (2RS,5SR)-3-{3-[2-(2-tert-butoxycarbonyl-5-phenyl-1-pyrrolidinyl)-2-oxoethyl]ureido}phenoxyacetate), [OH-].[K+] (potassium hydroxide). Solvent: O (water), CO (methanol). Product: C(C)(C)(C)OC(=O)C1N(C(CC1)C1=CC=CC=C1)C(CNC(NC=1C=C(OCC(=O)O)C=CC1)=O)=O ((2RS,5SR)-3-{3-[2-(2-tert-butoxycarbonyl-5-phenyl-1-pyrrolidinyl)-2-oxoethyl]ureido}phenoxyacetic acid). The yield is 40.0%. RXN SMILES: [C:1]([O:5][C:6]([CH:8]1[CH2:12][CH2:11][CH:10]([C:13]2[CH:18]=[CH:17][CH:16]=[CH:15][CH:14]=2)[N:9]1[C:19](=[O:38])[CH2:20][NH:21][C:22](=[O:37])[NH:23][C:24]1[CH:25]=[C:26]([CH:34]=[CH:35][CH:36]=1)[O:27][CH2:28][C:29]([O:31]CC)=[O:30])=[O:7])([CH3:4])([CH3:3])[CH3:2].[OH-].[K+]>CO.O>[C:1]([O:5][C:6]([CH:8]1[CH2:12][CH2:11][CH:10]([C:13]2[CH:18]=[CH:17][CH:16]=[CH:15][CH:14]=2)[N:9]1[C:19](=[O:38])[CH2:20][NH:21][C:22](=[O:37])[NH:23][C:24]1[CH:25]=[C:26]([CH:34]=[CH:35][CH:36]=1)[O:27][CH2:28][C:29]([OH:31])=[O:30])=[O:7])([CH3:4])([CH3:2])[CH3:3] |f:1.2|. Procedure details: By proceeding in a fashion similar to that described in Example 9, but starting from 3.7 g of ethyl (2RS,5SR)-3-{3-[2-(2-tert-butoxycarbonyl-5-phenyl-1-pyrrolidinyl)-2-oxoethyl]ureido}phenoxyacetate in solution in 80 cm3 of methanol and 0.4 g of potassium hydroxide dissolved in 40 cm3 of water. After treatment and recrystallization in isopropyl acetate, 1.4 g of (2RS,5SR)-3-{3-[2-(2-tert-butoxycarbonyl-5-phenyl-1-pyrrolidinyl)-2-oxoethyl]ureido}phenoxyacetic acid, melting at 192° C., are obtaine... Starting materials: Cc1cc(C)cc(Sc2[nH]c(=O)[nH]c(=O)c2C(C)C)c1, Fc1cc(F)cc(CBr)c1. The product is Cc1cc(C)cc(Sc2c(C(C)C)c(=O)[nH]c(=O)n2Cc2cc(F)cc(F)c2)c1. As a reaction SMILES: [CH:1]([CH3:2])([CH3:3])[c:4]1[c:5](=[O:20])[nH:6][c:7](=[O:19])[nH:8][c:9]1[S:10][c:11]1[cH:12][c:13]([CH3:18])[cH:14][c:15]([CH3:17])[cH:16]1.[F:21][c:22]1[cH:23][c:24]([CH2:25][Br:26])[cH:27][c:28]([F:30])[cH:29]1>>[CH:1]([CH3:2])([CH3:3])[c:4]1[c:5](=[O:20])[nH:6][c:7](=[O:19])[n:8]([CH2:25][c:24]2[cH:23][c:22]([F:21])[cH:29][c:28]([F:30])[cH:27]2)[c:9]1[S:10][c:11]1[cH:12][c:13]([CH3:18])[cH:14][c:15]([CH3:17])[cH:16]1. Reactants: C1(=CC=CC=C1)C1=CC=NC2=C3N=CC=C(C3=CC=C12)C1=CC=CC=C1 (4,7-diphenyl-1,10-phenanthroline), BrBr.O (Br2 H2O), (4,7-diphenyl-1,10-phenanthroline)cobalt(III) chloride, (DIP)2Co(III)Cl2, Cl (hydrochloride), C1(=CC=CC=C1)C1=CC=NC2=C3N=CC=C(C3=CC=C12)C1=CC=CC=C1 (4,7-diphenyl-1,10-phenanthroline), BrBr (bromine). The solvent is C(C)O (ethanol), CoCl2.6H2O. Yields the product N1=CC=CC2=CC=C3C=CC=NC3=C12 (Phenanthroline). RXN SMILES: C1([C:7]2[C:20]3[C:11](=[C:12]4[C:17](=[CH:18][CH:19]=3)[C:16](C3C=CC=CC=3)=[CH:15][CH:14]=[N:13]4)[N:10]=[CH:9][CH:8]=2)C=CC=CC=1.BrBr.O.Cl.BrBr>C(O)C>[N:10]1[C:11]2[C:20](=[CH:19][CH:18]=[C:17]3[C:12]=2[N:13]=[CH:14][CH:15]=[CH:16]3)[CH:7]=[CH:8][CH:9]=1 |f:1.2|. Procedure details: Bis (4,7-diphenyl-1,10-phenanthroline)cobalt(III) chloride, (DIP)2Co(III)Cl2, was prepared as follows: 4,7-diphenyl-1,10-phenanthroline (Aldrich) was dissolved in a minimum volume of ethanol to which one half stoichiometric CoCl2.6H2O was added. The green-brown solution was oxidized by using Br2 /H2O, and a heavy orange precipitate formed immediately. The solution was refluxed for 1 h, and concentrated hydrochloride was added. The bromine oxidation was then repeated. The crude complex was recrys... Reactants: COC(=O)c1cc(OCc2ccccc2)cc(OS(=O)(=O)C(F)(F)F)c1, COCCOC, [K+], [K+], [K+], OB(O)c1ccccc1, O=P([O-])([O-])[O-], c1ccc(P(c2ccccc2)(c2ccccc2)[Pd](P(c2ccccc2)(c2ccccc2)c2ccccc2)(P(c2ccccc2)(c2ccccc2)c2ccccc2)P(c2ccccc2)(c2ccccc2)c2ccccc2)cc1. Yields the product COC(=O)c1cc(OCc2ccccc2)cc(-c2ccccc2)c1. RXN SMILES: [CH2:18]([c:19]1[cH:20][cH:21][cH:22][cH:23][cH:24]1)[O:25][c:26]1[cH:27][c:28]([C:29](=[O:30])[O:31][CH3:32])[cH:33][c:34]([O:36][S:37]([C:38]([F:39])([F:40])[F:41])(=[O:42])=[O:43])[cH:35]1.[CH3:121][O:122][CH2:123][CH2:124][O:125][CH3:126].[K+:15].[K+:16].[K+:17].[OH:1][B:2]([OH:3])[c:4]1[cH:5][cH:6][cH:7][cH:8][cH:9]1.[P:10]([O-:11])([O-:12])([O-:13])=[O:14].[cH:44]1[cH:45][cH:46][c:47]([P:48]([Pd:49]([P:50]([c:51]2[cH:52][cH:53][cH:54][cH:55][cH:56]2)([c:57]2[cH:58][cH:59][cH:60][cH:61][cH:62]2)[c:63]2[cH:64][cH:65][cH:66][cH:67][cH:68]2)([P:69]([c:70]2[cH:71][cH:72][cH:73][cH:74][cH:75]2)([c:76]2[cH:77][cH:78][cH:79][cH:80][cH:81]2)[c:82]2[cH:83][cH:84][cH:85][cH:86][cH:87]2)[P:88]([c:89]2[cH:90][cH:91][cH:92][cH:93][cH:94]2)([c:95]2[cH:96][cH:97][cH:98][cH:99][cH:100]2)[c:101]2[cH:102][cH:103][cH:104][cH:105][cH:106]2)([c:107]2[cH:108][cH:109][cH:110][cH:111][cH:112]2)[c:113]2[cH:114][cH:115][cH:116][cH:117][cH:118]2)[cH:119][cH:120]1>>[c:4]1(-[c:34]2[cH:33][c:28]([C:29](=[O:30])[O:31][CH3:32])[cH:27][c:26]([O:25][CH2:18][c:19]3[cH:20][cH:21][cH:22][cH:23][cH:24]3)[cH:35]2)[cH:5][cH:6][cH:7][cH:8][cH:9]1. Reactants: C(CCCCCCC)C1=CC=C(CCl)C=C1 (4-octylbenzyl chloride), C(C)(=O)[O-].[K+] (potassium acetate), C(C)(=O)O (acetic acid). Run in O (water). The product is C(CCCCCCC)C1=CC=C(CO)C=C1 (4-octylbenzyl alcohol). The yield is 53.4%. Reaction SMILES: [CH2:1]([C:9]1[CH:16]=[CH:15][C:12]([CH2:13]Cl)=[CH:11][CH:10]=1)[CH2:2][CH2:3][CH2:4][CH2:5][CH2:6][CH2:7][CH3:8].C([O-])(=[O:19])C.[K+].C(O)(=O)C>O>[CH2:1]([C:9]1[CH:16]=[CH:15][C:12]([CH2:13][OH:19])=[CH:11][CH:10]=1)[CH2:2][CH2:3][CH2:4][CH2:5][CH2:6][CH2:7][CH3:8] |f:1.2|. Procedure: A mixture of 16.2 g (68 mMols) of 4-octylbenzyl chloride, 41,8 g (0.43 mols) of potassium acetate and 200 ml of glacial acetic acid was heated for 20 h to 130° C. After cooling, the mixture was poured into approximately 1 liter of water and the aqueous phase was extracted with tert.-butyl methyl ether. The organic phase was washed twice with water, repeatedly with potassium hydrogen carbonate solution (2N) and then with saturated sodium chloride solution. After the solvent had been distilled off... Starting materials: CCN=C=NCCCN(C)C (WSC), C1(=CC=CC=C1)CCCNC(=O)C1=CC=C(C=C1)N1N=NC(=C1CCC)C(=O)O (1-(4-{[(3-Phenylpropyl)amino]carbonyl}phenyl)-5-propyl-1H-1,2,3-triazole-4-carboxylic acid), C=1C=CC2=C(C1)N=NN2O (HOBt), C1(CC1)N (cyclopropylamine). Solvent: C(C)#N.CN(C)C=O (acetonitrile DMF). Run at time 2.5 hour. Yields the product C1(CC1)NC(=O)C=1N=NN(C1CCC)C1=CC=C(C=C1)C(=O)NCCCC1=CC=CC=C1 (N-cyclopropyl-1-(4-{[(3-phenylpropyl)amino]carbonyl}phenyl)-5-propyl-1H-1,2,3-triazole-4-carboxamide). Yield: 182.0%. RXN SMILES: [C:1]1([CH2:7][CH2:8][CH2:9][NH:10][C:11]([C:13]2[CH:18]=[CH:17][C:16]([N:19]3[C:23]([CH2:24][CH2:25][CH3:26])=[C:22]([C:27]([OH:29])=O)[N:21]=[N:20]3)=[CH:15][CH:14]=2)=[O:12])[CH:6]=[CH:5][CH:4]=[CH:3][CH:2]=1.C1C=C[C:33]2N(O)N=[N:36][C:34]=2[CH:35]=1.C1(N)CC1.CCN=C=NCCCN(C)C>C(#N)C.CN(C=O)C>[CH:34]1([NH:36][C:27]([C:22]2[N:21]=[N:20][N:19]([C:16]3[CH:15]=[CH:14][C:13]([C:11]([NH:10][CH2:9][CH2:8][CH2:7][C:1]4[CH:2]=[CH:3][CH:4]=[CH:5][CH:6]=4)=[O:12])=[CH:18][CH:17]=3)[C:23]=2[CH2:24][CH2:25][CH3:26])=[O:29])[CH2:35][CH2:33]1 |f:4.5|. Reported procedure: 1-(4-{[(3-Phenylpropyl)amino]carbonyl}phenyl)-5-propyl-1H-1,2,3-triazole-4-carboxylic acid (505 mg, 1.29 mmol) obtained in Example 60b), HOBt (87.8 mg, 0.643 mmol, 0.5 eq.) and cyclopropylamine (0.120 ml, 1.67 mmol, 1.3 eq.) were dissolved in acetonitrile-DMF (2:1, 9.0 ml), WSC (302 mg, 1.54 mmol, 1.2 eq.) was added, and the mixture was stirred at room temperature for 2.5 hr. The reaction mixture was concentrated, dissolved in ethyl acetate (35 ml) and washed with 2% aqueous sodium carbonate sol... As a reaction SMILES: [CH3:1][N:2]([CH3:14])[C:3]1[N:8]=[C:7]([O:9][CH3:10])[C:6]([C:11]([OH:13])=O)=[CH:5][N:4]=1.C(N1C=CN=C1)(N1C=CN=C1)=O.[NH2:27][CH:28]1[CH:33]2[CH2:34][CH2:35][N:30]([CH2:31][CH2:32]2)[CH2:29]1>>[N:30]12[CH2:35][CH2:34][CH:33]([CH2:32][CH2:31]1)[CH:28]([NH:27][C:11]([C:6]1[C:7]([O:9][CH3:10])=[N:8][C:3]([N:2]([CH3:1])[CH3:14])=[N:4][CH:5]=1)=[O:13])[CH2:29]2. Procedure details: Following the procedure of Example 22, 2-(dimethylamino)-4-methoxy-5-pyrimidinecarboxylic acid, 1,1'-carbonyldiimidazole and 3-aminoquinuclidine are reacted to give the title compound. Reactants: CN(C1=NC=C(C(=N1)OC)C(=O)O)C (2-(dimethylamino)-4-methoxy-5-pyrimidinecarboxylic acid), C(=O)(N1C=NC=C1)N1C=NC=C1 (1,1'-carbonyldiimidazole), NC1CN2CCC1CC2 (3-aminoquinuclidine). Product: N12CC(C(CC1)CC2)NC(=O)C=2C(=NC(=NC2)N(C)C)OC (N-(1-Azabicyclo[2.2.2]oct-3-yl)-2-(dimethylamino)-4-methoxy-5-pyrimidinecarboxamide). Reactants: CC(C)=O, Cc1ccccc1, CC(=O)C(Cc1ccc(Cl)cc1)c1cccc(Br)c1, [Na+], C1CCOC1, [OH-], OO. Yields the product CC(O)C(Cc1ccc(Cl)cc1)c1cccc(Br)c1. Reaction SMILES: [CH3:20][C:21](=[O:22])[CH3:23].[CH3:33][c:34]1[cH:35][cH:36][cH:37][cH:38][cH:39]1.[Cl:1][c:2]1[cH:3][cH:4][c:5]([CH2:8][CH:9]([C:10]([CH3:11])=[O:12])[c:13]2[cH:14][c:15]([Br:19])[cH:16][cH:17][cH:18]2)[cH:6][cH:7]1.[Na+:25].[O:28]1[CH2:29][CH2:30][CH2:31][CH2:32]1.[OH-:24].[OH:26][OH:27]>>[Cl:1][c:2]1[cH:3][cH:4][c:5]([CH2:8][CH:9]([CH:10]([CH3:11])[OH:12])[c:13]2[cH:14][c:15]([Br:19])[cH:16][cH:17][cH:18]2)[cH:6][cH:7]1.